Task: describe an organic reaction: reactants, conditions, products, and yield. Dataset: the Open Reaction Database (ORD), a public repository of structured organic reaction records Starting materials: O=C([O-])[O-], CCOCC, [K+], [K+], CCCCON=O, O, O=C(O)C(F)(F)F, c1ccc(C2COc3ccccc3N2)cc1. Yields the product O=NN1c2ccccc2OCC1c1ccccc1. Reaction SMILES: [C:31](=[O:32])([O-:33])[O-:34].[CH2:37]([O:38][CH2:39][CH3:40])[CH3:41].[K+:35].[K+:36].[N:24](=[O:25])[O:26][CH2:27][CH2:28][CH2:29][CH3:30].[OH2:42].[OH:17][C:18]([C:19]([F:20])([F:21])[F:22])=[O:23].[c:1]1([CH:7]2[CH2:8][O:9][c:10]3[c:11]([cH:13][cH:14][cH:15][cH:16]3)[NH:12]2)[cH:2][cH:3][cH:4][cH:5][cH:6]1>>[c:1]1([CH:7]2[CH2:8][O:9][c:10]3[c:11]([cH:13][cH:14][cH:15][cH:16]3)[N:12]2[N:24]=[O:25])[cH:2][cH:3][cH:4][cH:5][cH:6]1.